describe an organic reaction: reactants, conditions, products, and yield From a dataset of the Open Reaction Database (ORD), a public repository of structured organic reaction records. The reactants are CCOC(=O)C(Br)CC, O=C([O-])[O-], CCC(C)=O, Oc1ccc2c(-c3ccc(Cl)cc3)noc2c1, Cl, [K+], [K+]. Product: CCOC(=O)C(CC)Oc1ccc2c(-c3ccc(Cl)cc3)noc2c1. Reaction SMILES: [Br:24][CH:25]([C:26](=[O:27])[O:28][CH2:29][CH3:30])[CH2:31][CH3:32].[C:18](=[O:19])([O-:20])[O-:21].[CH3:34][C:35](=[O:36])[CH2:37][CH3:38].[Cl:1][c:2]1[cH:3][cH:4][c:5](-[c:8]2[n:9][o:10][c:11]3[c:12]2[cH:13][cH:14][c:15]([OH:17])[cH:16]3)[cH:6][cH:7]1.[ClH:33].[K+:22].[K+:23]>>[Cl:1][c:2]1[cH:3][cH:4][c:5](-[c:8]2[n:9][o:10][c:11]3[c:12]2[cH:13][cH:14][c:15]([O:17][CH:25]([C:26](=[O:27])[O:28][CH2:29][CH3:30])[CH2:31][CH3:32])[cH:16]3)[cH:6][cH:7]1. Reactants: C1CNCCN1, CC(C)(C)CNc1nc(Cl)cc(N2CCCC2)n1. The product is CC(C)(C)CNc1nc(N2CCCC2)cc(N2CCNCC2)n1. RXN SMILES: [CH2:19]1[CH2:20][NH:21][CH2:22][CH2:23][NH:24]1.[CH3:1][C:2]([CH2:3][NH:4][c:5]1[n:6][c:7]([N:12]2[CH2:13][CH2:14][CH2:15][CH2:16]2)[cH:8][c:9]([Cl:11])[n:10]1)([CH3:17])[CH3:18]>>[CH3:1][C:2]([CH2:3][NH:4][c:5]1[n:6][c:7]([N:12]2[CH2:13][CH2:14][CH2:15][CH2:16]2)[cH:8][c:9]([N:21]2[CH2:20][CH2:19][NH:24][CH2:23][CH2:22]2)[n:10]1)([CH3:17])[CH3:18]. The reactants are BrC1=CC=C(C=C1)[C@H](C)N1C(O[C@](CC1)(C1=CC=CC=C1)CC(=O)O)=O (2-((S)-3-((S)-1-(4-bromophenyl)ethyl)-2-oxo-6-phenyl-1,3-oxazinan-6-yl)acetic acid), NCC(C)=O (1-aminopropan-2-one), C=1C=CC2=C(C1)N=NN2O (HOBt), CCN=C=NCCCN(C)C.Cl (EDCl), CCN(C(C)C)C(C)C (DIEA). Solvent: C(Cl)Cl (CH2Cl2). Run at time 8 hour. Yields the product BrC1=CC=C(C=C1)[C@H](C)N1C(O[C@](CC1)(C1=CC=CC=C1)CC(=O)NCC(C)=O)=O (2-((S)-3-((S)-1-(4-bromophenyl)ethyl)-2-oxo-6-phenyl-1,3-oxazinan-6-yl)-N-(2-oxopropyl)acetamide). The yield is 49.9%. As a reaction SMILES: [Br:1][C:2]1[CH:7]=[CH:6][C:5]([C@@H:8]([N:10]2[CH2:15][CH2:14][C@:13]([CH2:22][C:23](O)=[O:24])([C:16]3[CH:21]=[CH:20][CH:19]=[CH:18][CH:17]=3)[O:12][C:11]2=[O:26])[CH3:9])=[CH:4][CH:3]=1.[NH2:27][CH2:28][C:29](=[O:31])[CH3:30].C1C=CC2N(O)N=NC=2C=1.CCN=C=NCCCN(C)C.Cl.CCN(C(C)C)C(C)C>C(Cl)Cl>[Br:1][C:2]1[CH:3]=[CH:4][C:5]([C@@H:8]([N:10]2[CH2:15][CH2:14][C@:13]([CH2:22][C:23]([NH:27][CH2:28][C:29](=[O:31])[CH3:30])=[O:24])([C:16]3[CH:21]=[CH:20][CH:19]=[CH:18][CH:17]=3)[O:12][C:11]2=[O:26])[CH3:9])=[CH:6][CH:7]=1 |f:3.4|. Procedure details: To a solution of 2-((S)-3-((S)-1-(4-bromophenyl)ethyl)-2-oxo-6-phenyl-1,3-oxazinan-6-yl)acetic acid (200 mg, 0.5 mmol) in anhydrous CH2Cl2 (10 mL) was added 1-aminopropan-2-one (119 mg, 0.7 mmol), HOBt (195 mg, 1.44 mmol), EDCl (283 mg, 1.44 mmol) and DIEA (620 mg, 4.8 mol) at 0° C. The formed mixture was stirred overnight at ambient temperature under nitrogen. Then the reaction mixture was washed with 1N aq HCl and water. The organic phase was dried over Na2SO4, filtered and concentrated to aff... Reactants: NN (Hydrazine), C(CCCC)C12CCC(CC1)(CC2)C(=O)OC (methyl 4-pentylbicyclo[2.2.2]octane-1-carboxylate), O (water). Run in C(CO)O (ethylene glycol). Product: C(CCCC)C12CCC(CC1)(CC2)C(=O)NN (4-pentylbicyclo[2.2.2]octane-1-carbohydrazide). RXN SMILES: [NH2:1][NH2:2].[CH2:3]([C:8]12[CH2:15][CH2:14][C:11]([C:16]([O:18]C)=O)([CH2:12][CH2:13]1)[CH2:10][CH2:9]2)[CH2:4][CH2:5][CH2:6][CH3:7].O>C(O)CO>[CH2:3]([C:8]12[CH2:15][CH2:14][C:11]([C:16]([NH:1][NH2:2])=[O:18])([CH2:12][CH2:13]1)[CH2:10][CH2:9]2)[CH2:4][CH2:5][CH2:6][CH3:7]. Reported procedure: Hydrazine (anhydrous, 103 mL, 88.7 mmol) was added to a solution of methyl 4-pentylbicyclo[2.2.2]octane-1-carboxylate (2-B) in ethylene glycol (180 mL) and the mixture was stirred under reflux for 17 h. After cooling to room temperature, the mixture was poured into water (1500 mL) and extracted with methylene chloride (3×600 mL). The combined extracts were washed twice with water, brine, dried (MgSO4) and concentrated in vacuo to provide 4-pentylbicyclo[2.2.2]octane-1-carbohydrazide (2-C). 1H NM... The reactants are CC1S[C@H]2N(C(=C1)C(=O)O)C(C2NC(C(NC(=O)OC(C)C2CC2)C=2COCCC2)=O)=O (2-methyl-7-[N-(Cl-cyclopropylethoxy)carbonyl-2-(5,6-dihydro-2H-pyran-3-yl)glycyl]amino-3-cephem-4-carboxylic acid). The solvent is C(=O)O (formic acid). Run at time 3 hour. Product: CC1S[C@H]2N(C(=C1)C(=O)O)C(C2NC(C(N)C=2COCCC2)=O)=O (2-methyl-7-[2-(5,6-dihydro-2H-pyran-3-yl)glycyl]amino-3-cephem-4-carboxylic acid). Isolated yield 96.6%. As a reaction SMILES: [CH3:1][CH:2]1[CH:7]=[C:6]([C:8]([OH:10])=[O:9])[N:5]2[C:11](=[O:32])[CH:12]([NH:13][C:14](=[O:31])[CH:15]([C:25]3[CH2:26][O:27][CH2:28][CH2:29][CH:30]=3)[NH:16]C(OC(C3CC3)C)=O)[C@H:4]2[S:3]1>C(O)=O>[CH3:1][CH:2]1[CH:7]=[C:6]([C:8]([OH:10])=[O:9])[N:5]2[C:11](=[O:32])[CH:12]([NH:13][C:14](=[O:31])[CH:15]([C:25]3[CH2:26][O:27][CH2:28][CH2:29][CH:30]=3)[NH2:16])[C@H:4]2[S:3]1. Procedure details: A mixture of 2-methyl-7-[N-(Cl-cyclopropylethoxy)carbonyl-2-(5,6-dihydro-2H-pyran-3-yl)glycyl]amino-3-cephem-4-carboxylic acid (3.0 g) and formic acid (20 ml) was stirred for 3 hours at room temperature. After the reaction was completed, formic acid was removed from the reaction mixture under reduced pressure at room temperature. The residue was pulverized with acetonitrile and the powder was collected by filtration. The powder was in turn washed with acetonitrile and water, and dried to give 2-...